Dataset: the Open Reaction Database (ORD), a public repository of structured organic reaction records. Task: describe an organic reaction: reactants, conditions, products, and yield Reactants: CN1CCOCC1, COc1nc(Cl)nc(OC)n1, ClCCl, O=C(Nc1ccc(Cl)c(C(=O)O)c1)c1cccc(C(F)(F)F)c1, CCOC(=O)c1cccc(Nc2ncc(N)cn2)c1, CN(C)C=O. Product: CCOC(=O)c1cccc(Nc2ncc(NC(=O)c3cc(NC(=O)c4cccc(C(F)(F)F)c4)ccc3Cl)cn2)c1. Reaction SMILES: [CH3:35][N:36]1[CH2:37][CH2:38][O:39][CH2:40][CH2:41]1.[Cl:24][c:25]1[n:26][c:27]([O:28][CH3:29])[n:30][c:31]([O:32][CH3:33])[n:34]1.[Cl:61][CH2:62][Cl:63].[F:1][C:2]([c:3]1[cH:4][c:5]([C:6](=[O:7])[NH:8][c:9]2[cH:10][cH:11][c:12]([Cl:18])[c:13]([C:14](=[O:15])[OH:16])[cH:17]2)[cH:19][cH:20][cH:21]1)([F:22])[F:23].[NH2:42][c:43]1[cH:44][n:45][c:46]([NH:49][c:50]2[cH:51][c:52]([C:53](=[O:54])[O:55][CH2:56][CH3:57])[cH:58][cH:59][cH:60]2)[n:47][cH:48]1.[O:64]=[CH:65][N:66]([CH3:67])[CH3:68]>>[F:1][C:2]([c:3]1[cH:4][c:5]([C:6](=[O:7])[NH:8][c:9]2[cH:10][cH:11][c:12]([Cl:18])[c:13]([C:14](=[O:16])[NH:42][c:43]3[cH:44][n:45][c:46]([NH:49][c:50]4[cH:51][c:52]([C:53](=[O:54])[O:55][CH2:56][CH3:57])[cH:58][cH:59][cH:60]4)[n:47][cH:48]3)[cH:17]2)[cH:19][cH:20][cH:21]1)([F:22])[F:23]. Starting materials: CS(=O)(=O)C1=C(C(=C(C(=O)O)C=C1)C)C(=O)OC (4-methanesulfonyl-3-methoxycarbonyl-2-methylbenzoic acid), C1(CCCCC1)N=C=NC1CCCCC1 (N,N'-dicyclohexylcarbodiimide), C([O-])([O-])=O.[K+].[K+] (potassium carbonate), C(C)N1N=CC=C1O (1-ethyl-5-hydroxypyrazole). The solvent is C(C)(C)(CC)O (t-amyl alcohol), C(C)(C)(CC)O (t-amyl alcohol). Product: C(C)N1N=CC(=C1O)C(C1=C(C(=C(C=C1)S(=O)(=O)C)C(=O)OC)C)=O (1-ethyl-5-hydroxy-4-(4-methanesulfonyl-3-methoxycarbonyl-2-methylbenzoyl)pyrazole). The yield is 61.7%. RXN SMILES: [CH2:1]([N:3]1[C:7]([OH:8])=[CH:6][CH:5]=[N:4]1)[CH3:2].[CH3:9][S:10]([C:13]1[CH:21]=[CH:20][C:16]([C:17](O)=[O:18])=[C:15]([CH3:22])[C:14]=1[C:23]([O:25][CH3:26])=[O:24])(=[O:12])=[O:11].C1(N=C=NC2CCCCC2)CCCCC1.C(=O)([O-])[O-].[K+].[K+]>C(O)(CC)(C)C>[CH2:1]([N:3]1[C:7]([OH:8])=[C:6]([C:17](=[O:18])[C:16]2[CH:20]=[CH:21][C:13]([S:10]([CH3:9])(=[O:12])=[O:11])=[C:14]([C:23]([O:25][CH3:26])=[O:24])[C:15]=2[CH3:22])[CH:5]=[N:4]1)[CH3:2] |f:3.4.5|. Procedure: 1.12 g (0.01 mol) of 1-ethyl-5-hydroxypyrazole was dissolved in 30 ml of t-amyl alcohol, and 2.72 g (0.01 mol) of 4-methanesulfonyl-3-methoxycarbonyl-2-methylbenzoic acid, 2.27 g (0.011 mol) of N,N'-dicyclohexylcarbodiimide and 0.76 g (0.0055 mol) of anhydrous potassium carbonate were sequentially added thereto. The mixture was reacted at 80° C. for 6 hours under stirring. After completion of the reaction, t-amyl alcohol was distilled off under reduced pressure, and then water was added to the r...